From a dataset of the Open Reaction Database (ORD), a public repository of structured organic reaction records. describe an organic reaction: reactants, conditions, products, and yield Reactants: OC1=CC(=CC2=CC=CC=C12)O (1,3-dihydroxynaphthalene), C([O-])([O-])=O.[K+].[K+] (potassium carbonate), BrCC(=O)OC (Methyl bromoacetate). Solvent: CC(=O)C (acetone). Reaction SMILES: [OH:1][C:2]1[C:11]2[C:6](=[CH:7][CH:8]=[CH:9][CH:10]=2)[CH:5]=[C:4]([OH:12])[CH:3]=1.C(=O)([O-])[O-].[K+].[K+].Br[CH2:20][C:21]([O:23][CH3:24])=[O:22]>CC(C)=O>[CH3:24][O:23][C:21](=[O:22])[CH2:20][O:12][C:4]1[CH:3]=[C:2]([OH:1])[C:11]2[C:6](=[CH:7][CH:8]=[CH:9][CH:10]=2)[CH:5]=1 |f:1.2.3|. Yield: 19.0%. Run at time 1 hour. Product: COC(COC1=CC2=CC=CC=C2C(=C1)O)=O ([(4-hydroxy-2-naphthalenyl)oxy]acetic acid methyl ester). Procedure details: A mixture of 1.5180 g of 1,3-dihydroxynaphthalene and 1.70 g of anhydrous potassium carbonate in 10 ml of anhydrous acetone was stirred at room temperature for 1 hour. Methyl bromoacetate (0.91 ml) was added and stirring at room temperature was continued for 50 hours. The solvent was removed in vacuo and the residue was acidified and extracted with ethyl acetate. The dried (magnesium sulfate) extract was concentrated in vacuo and the product was purified by high pressure liquid chromatography us... Reactants: Clc1ncnc2c(Br)csc12, CN1CCCC1=O, CCOC(C)=O, [Na+], O, O, [SH-]. Product: S=c1[nH]cnc2c(Br)csc12. As a reaction SMILES: [Br:1][c:2]1[cH:3][s:4][c:5]2[c:6]1[n:7][cH:8][n:9][c:10]2[Cl:11].[CH3:15][N:16]1[CH2:17][CH2:18][CH2:19][C:20]1=[O:21].[CH3:23][CH2:24][O:25][C:26](=[O:27])[CH3:28].[Na+:14].[OH2:12].[OH2:22].[SH-:13]>>[Br:1][c:2]1[cH:3][s:4][c:5]2[c:6]1[n:7][cH:8][nH:9][c:10]2=[S:13]. Reactants: FC1=C(C=CC(=C1)F)C=1N=C2N(C1C=1C=CC=3N(N1)C(=NN3)C(C)=O)CCC2 (1-(6-(2-(2,4-difluorophenyl)-6,7-dihydro-5H-pyrrolo[1,2-a]imidazol-3-yl)-[1,2,4]triazolo[4,3-b]pyridazin-3-yl)ethanone), [Cl-].[NH4+] (ammonium chloride), C1CCOC1 (THF), C[Mg]Cl (methylmagnesium chloride). The solvent is C(Cl)Cl.CO (DCM MeOH), O (water), C(Cl)Cl (DCM). Yield: 91.0%. Run at time 15 minute. RXN SMILES: [F:1][C:2]1[CH:7]=[C:6]([F:8])[CH:5]=[CH:4][C:3]=1[C:9]1[N:10]=[C:11]2[CH2:28][CH2:27][CH2:26][N:12]2[C:13]=1[C:14]1[CH:15]=[CH:16][C:17]2[N:18]([C:20]([C:23](=[O:25])[CH3:24])=[N:21][N:22]=2)[N:19]=1.[CH2:29]1COCC1.C[Mg]Cl.[Cl-].[NH4+]>O.C(Cl)Cl.C(Cl)Cl.CO>[F:1][C:2]1[CH:7]=[C:6]([F:8])[CH:5]=[CH:4][C:3]=1[C:9]1[N:10]=[C:11]2[CH2:28][CH2:27][CH2:26][N:12]2[C:13]=1[C:14]1[CH:15]=[CH:16][C:17]2[N:18]([C:20]([C:23]([OH:25])([CH3:29])[CH3:24])=[N:21][N:22]=2)[N:19]=1 |f:3.4,7.8|. The product is FC1=C(C=CC(=C1)F)C=1N=C2N(C1C=1C=CC=3N(N1)C(=NN3)C(C)(C)O)CCC2 (2-(6-(2-(2,4-Difluorophenyl)-6,7-dihydro-5H-pyrrolo-[1,2-α]imidazol-3-yl)-[1,2,4]triazolo[4,3-b]pyridazin-3-yl)propan-2-ol). Reported procedure: A 100 mL round bottom flask was charged with 1-(6-(2-(2,4-difluorophenyl)-6,7-dihydro-5H-pyrrolo[1,2-a]imidazol-3-yl)-[1,2,4]triazolo[4,3-b]pyridazin-3-yl)ethanone (2.74 g, 7.20 mmol, Example #35, Step G). THF (36.0 mL) was added and the mixture was stirred at ambient temperature for about 15 min. The slurry was cooled to about −40° C. and methylmagnesium chloride (3.0 M in THF, 6.00 mL, 18.0 mmol) was added slowly while keeping the internal temperature between about −40-−30° C. After about 15 m...